From a dataset of the Open Reaction Database (ORD), a public repository of structured organic reaction records. describe an organic reaction: reactants, conditions, products, and yield Reactants: solution, ClC1=C(C=NC2=CC=CC=C12)C(=O)OCC (ethyl 4-chloroquinoline-3-carboxylate), C(#N)C1=CC=C(C=C1)NN (p-cyanophenylhydrazine), [OH-].[Na+] (sodium hydroxide), O (water). Yields the product C(#N)C1=CC=C(C=C1)N1N=C2C(=CNC=3C=CC=CC23)C1=O (2-(p-cyanophenyl)-pyrazolo[4,3-c]quinolin-3(5H)-one). Solvent: C=1(C(=CC=CC1)C)C (xylene), C=1(C(=CC=CC1)C)C (xylene). Reaction SMILES: Cl[C:2]1[C:11]2[C:6](=[CH:7][CH:8]=[CH:9][CH:10]=2)[N:5]=[CH:4][C:3]=1[C:12]([O:14]CC)=O.[C:17]([C:19]1[CH:24]=[CH:23][C:22]([NH:25][NH2:26])=[CH:21][CH:20]=1)#[N:18].[OH-].[Na+].O>C1(C)C(C)=CC=CC=1>[C:17]([C:19]1[CH:24]=[CH:23][C:22]([N:25]2[C:12](=[O:14])[C:3]3=[CH:4][NH:5][C:6]4[CH:7]=[CH:8][CH:9]=[CH:10][C:11]=4[C:2]3=[N:26]2)=[CH:21][CH:20]=1)#[N:18] |f:2.3|. Procedure: 38.5 ml of a 0.17 M solution of ethyl 4-chloroquinoline-3-carboxylate in xylene, and 0.96 g of p-cyanophenylhydrazine in 30 ml of xylene are mixed and heated at 115° to 120° for 3 hours. The mixture is then cooled to room temperature, and stirred with 20 ml of 1 N aqueous sodium hydroxide and sufficient water to dissolve all solids. The aqueous layer is separated, washed twice with diethyl ether, then treated with an aqueous solution of 1.07 g ammonium chloride, and the resulting precipitate is ... Reactants: CCCOc1cc2c(cc1C(=CC=CC(C)=CC(=O)OCC)C(F)(F)F)C(C)(C)CCC2(C)C, CCO, [Na+], [OH-]. Product: CCCOc1cc2c(cc1C(=CC=CC(C)=CC(=O)O)C(F)(F)F)C(C)(C)CCC2(C)C. RXN SMILES: [CH2:1]([CH3:2])[O:3][C:4]([CH:5]=[C:6]([CH:7]=[CH:8][CH:9]=[C:10]([C:11]([F:12])([F:13])[F:14])[c:15]1[cH:16][c:17]2[c:22]([cH:23][c:24]1[O:25][CH2:26][CH2:27][CH3:28])[C:21]([CH3:29])([CH3:30])[CH2:20][CH2:19][C:18]2([CH3:31])[CH3:32])[CH3:33])=[O:34].[CH3:37][CH2:38][OH:39].[Na+:36].[OH-:35]>>[O:3]=[C:4]([CH:5]=[C:6]([CH:7]=[CH:8][CH:9]=[C:10]([C:11]([F:12])([F:13])[F:14])[c:15]1[cH:16][c:17]2[c:22]([cH:23][c:24]1[O:25][CH2:26][CH2:27][CH3:28])[C:21]([CH3:29])([CH3:30])[CH2:20][CH2:19][C:18]2([CH3:31])[CH3:32])[CH3:33])[OH:34].